Dataset: the Open Reaction Database (ORD), a public repository of structured organic reaction records. Task: describe an organic reaction: reactants, conditions, products, and yield Starting materials: ClC=1C=CC(=C(C1)CCCCO)OCCC1=CC=CC=C1 (4-[5-chloro-2-(2-phenylethoxy)phenyl]butanol), CN(P(N(C)C)(N(C)C)=O)C (hexamethylphosphoric triamide), S(=O)(Cl)Cl (thionyl chloride), O (water). Solvent: O1CCCC1 (tetrahydrofuran). Run at time 2 hour. The product is ClC1=CC(=C(C=C1)OCCC1=CC=CC=C1)CCCCCl (4-chloro-2-(4-chlorobutyl)-1-(2-phenylethoxy)benzene). RXN SMILES: S(Cl)([Cl:3])=O.[Cl:5][C:6]1[CH:7]=[CH:8][C:9]([O:17][CH2:18][CH2:19][C:20]2[CH:25]=[CH:24][CH:23]=[CH:22][CH:21]=2)=[C:10]([CH2:12][CH2:13][CH2:14][CH2:15]O)[CH:11]=1.CN(C)P(=O)(N(C)C)N(C)C.O>O1CCCC1>[Cl:5][C:6]1[CH:7]=[CH:8][C:9]([O:17][CH2:18][CH2:19][C:20]2[CH:25]=[CH:24][CH:23]=[CH:22][CH:21]=2)=[C:10]([CH2:12][CH2:13][CH2:14][CH2:15][Cl:3])[CH:11]=1. Procedure: 0.31 ml of thionyl chloride was added under ice-cooling to a solution of 0.86 g of 4-[5-chloro-2-(2-phenylethoxy)phenyl]butanol and 4 ml of hexamethylphosphoric triamide in 20 ml of tetrahydrofuran and the resulting mixture was stirred at room temperature for 2 hours. The reaction mixture was poured into water (100 ml), extracted with ethyl acetate, successively washed with water twice and a saturated aqueous solution of sodium hydrogencarbonate 4 times and dried over anhydrous magnesium sulfate... Reactants: C(C)(C)(C)C=1C=C(C(=O)Cl)C=CC1OC (3-tert-butyl-4-methoxybenzoyl chloride), OC1=C(C(=O)OC)C=CC(=C1)C#C[Si](C)(C)C (methyl 2-hydroxy-4-trimethylsilylethynylbenzoate). Product: OC1=C(C(=O)O)C=CC(=C1)C#CC(C1=CC(=C(C=C1)OC)C(C)(C)C)=O (2-hydroxy-4-[3-oxo-3-(3-tert-butyl-4-methoxyphenyl)-1-propynyl]benzoic acid). The yield is 85.1%. Reaction SMILES: [C:1]([C:5]1[CH:6]=[C:7]([CH:11]=[CH:12][C:13]=1[O:14][CH3:15])[C:8](Cl)=[O:9])([CH3:4])([CH3:3])[CH3:2].[OH:16][C:17]1[CH:26]=[C:25]([C:27]#[C:28][Si](C)(C)C)[CH:24]=[CH:23][C:18]=1[C:19]([O:21]C)=[O:20]>>[OH:16][C:17]1[CH:26]=[C:25]([C:27]#[C:28][C:8](=[O:9])[C:7]2[CH:11]=[CH:12][C:13]([O:14][CH3:15])=[C:5]([C:1]([CH3:4])([CH3:3])[CH3:2])[CH:6]=2)[CH:24]=[CH:23][C:18]=1[C:19]([OH:21])=[O:20]. Procedure: Following the basic procedure of Example 1(b), by reacting 4.2 g (0.02 mol) of 3-tert-butyl-4-methoxybenzoyl chloride with 5 g (0.02 mol) of methyl 2-hydroxy-4-trimethylsilylethynylbenzoate, 6 g (81%) of the expected compound were obtained, after purification by chromatography on a silica column eluted with dichloromethane, in the form of a brown oil. Reactants: [H-].[Na+] (sodium hydride), BrC1=C(C=CC(=C1)[N+](=O)[O-])O (2-Bromo-4-nitrophenol), C(C=C)Br (Allyl bromide). The solvent is CN(C=O)C (dimethylformamide). Conditions: temperature 60 celsius. The product is BrC=1C=C(C=CC1OCC=C)[N+](=O)[O-] (3-Bromo-4-(prop-2-enyl)oxynitrobenzene). As a reaction SMILES: [Br:1][C:2]1[CH:7]=[C:6]([N+:8]([O-:10])=[O:9])[CH:5]=[CH:4][C:3]=1[OH:11].[H-].[Na+].[CH2:14](Br)[CH:15]=[CH2:16]>CN(C)C=O>[Br:1][C:2]1[CH:7]=[C:6]([N+:8]([O-:10])=[O:9])[CH:5]=[CH:4][C:3]=1[O:11][CH2:16][CH:15]=[CH2:14] |f:1.2|. Procedure: 2-Bromo-4-nitrophenol (9.2 g) was dissolved in dimethylformamide (50 ml) and sodium hydride (2.4 g) was added portionwise. The bright yellow solution was stirred until all effervescence ceased. Allyl bromide (4.7 ml) was added and the resulting solution was heated at 60° C. for 30 minutes. The mixture was cooled, quenched by the dropwise addition of water 30 ml, then diluted with water (500 ml) and extracted with ethyl acetate (3×50 ml). The combined organic extracts were washed with sodium hydr... Starting materials: [Br-], C=CCC(N)CC=C, CO, CCCCCCCCCCCC[N+](C)(C)CCCCCl. The product is [Br-], C=CCC(CC=C)[NH2+]CCCC[N+](C)(C)CCCCCCCCCCCC, [Cl-]. As a reaction SMILES: [Br-:9].[CH2:1]([CH:2]=[CH2:3])[CH:4]([CH2:5][CH:6]=[CH2:7])[NH2:8].[CH3:30][OH:31].[Cl:10][CH2:11][CH2:12][CH2:13][CH2:14][N+:15]([CH2:16][CH2:17][CH2:18][CH2:19][CH2:20][CH2:21][CH2:22][CH2:23][CH2:24][CH2:25][CH2:26][CH3:27])([CH3:28])[CH3:29]>>[Br-:9].[CH2:1]([CH:2]=[CH2:3])[CH:4]([CH2:5][CH:6]=[CH2:7])[NH2+:8][CH2:11][CH2:12][CH2:13][CH2:14][N+:15]([CH2:16][CH2:17][CH2:18][CH2:19][CH2:20][CH2:21][CH2:22][CH2:23][CH2:24][CH2:25][CH2:26][CH3:27])([CH3:28])[CH3:29].[Cl-:10]. The reactants are C(C)(C)(C)OC(=O)N1CCC(CC1)N(S(=O)(=O)C)CC1=CC(=CC=C1)C1=NC(=NC=C1)Cl (4-{[3-(2-Chloro-pyrimidin-4-yl)-benzyl]-methanesulfonyl-amino}-piperidine-1-carboxylic acid tert-butyl ester), NCCC1=CC(=C(C=C1)O)OC (4-(2-amino-ethyl)-2-methoxy-phenol), 512. Yields the product OC1=C(C=C(C=C1)CCNC1=NC=CC(=N1)C=1C=C(CN(S(=O)(=O)C)C2CCNCC2)C=CC1)OC (N-(3-{2-[2-(4-Hydroxy-3-methoxy-phenyl)-ethylamino]-pyrimidin-4-yl}-benzyl)-N-piperidin-4-yl-methanesulfonamide). Reaction SMILES: C(OC([N:8]1[CH2:13][CH2:12][CH:11]([N:14]([CH2:19][C:20]2[CH:25]=[CH:24][CH:23]=[C:22]([C:26]3[CH:31]=[CH:30][N:29]=[C:28](Cl)[N:27]=3)[CH:21]=2)[S:15]([CH3:18])(=[O:17])=[O:16])[CH2:10][CH2:9]1)=O)(C)(C)C.[NH2:33][CH2:34][CH2:35][C:36]1[CH:41]=[CH:40][C:39]([OH:42])=[C:38]([O:43][CH3:44])[CH:37]=1>>[OH:42][C:39]1[CH:40]=[CH:41][C:36]([CH2:35][CH2:34][NH:33][C:28]2[N:27]=[C:26]([C:22]3[CH:21]=[C:20]([CH:25]=[CH:24][CH:23]=3)[CH2:19][N:14]([CH:11]3[CH2:12][CH2:13][NH:8][CH2:9][CH2:10]3)[S:15]([CH3:18])(=[O:16])=[O:17])[CH:31]=[CH:30][N:29]=2)=[CH:37][C:38]=1[O:43][CH3:44]. Reported procedure: Intermediate 30 was coupled with 4-(2-amino-ethyl)-2-methoxy-phenol following procedure F. The resulting product was deprotected following procedure G. LC-MS showed the product had the expected M+H+ of 512. 1H NMR (Varian 300 MHz, CD3OD, shifts relative to the solvent peak at 3.3 ppm) δ 8.3 (d, 1H), 8.0 (d, 2H) 7.6 (m, 2H), 7.5 (t, 1H), 7.2 (d, 1H), 6.8 (d, 1H), δ 6.7 (s, 1H), 4.5 (d, 2H), δ 3.8 (s, 3H), 3.3 (t, 2H), δ 3.0 (s, 3H), 2.9 (m, 5H), δ 2.8 (t, 2H), δ 2.0 (m, 4H). The reactants are O1CC(CC1)C=O (tetrahydrofuran-3-carbaldehyde), [Cl-].[NH4+] (ammonium chloride), bis(trimethylsilyl)lithium amide, ClC=1C=CC(=C(C1)C1=CC(N(C=C1OC)CC(=O)OC(C)(C)C)=O)C#N (tert-butyl [4-(5-chloro-2-cyanophenyl)-5-methoxy-2-oxopyridin-1(2H)-yl]acetate). Run in O1CCCC1 (tetrahydrofuran), O1CCCC1 (tetrahydrofuran). Conditions: temperature -70 celsius, time 10 minute. Product: ClC=1C=CC(=C(C1)C1=CC(N(C=C1OC)C(C(=O)OC(C)(C)C)C(C1COCC1)O)=O)C#N (tert-Butyl 2-[4-(5-chloro-2-cyanophenyl)-5-methoxy-2-oxopyridin-1(2H)-yl]-3-hydroxy-3-(tetrahydrofuran-3-yl)propanoate). As a reaction SMILES: [Cl:1][C:2]1[CH:3]=[CH:4][C:5]([C:25]#[N:26])=[C:6]([C:8]2[C:13]([O:14][CH3:15])=[CH:12][N:11]([CH2:16][C:17]([O:19][C:20]([CH3:23])([CH3:22])[CH3:21])=[O:18])[C:10](=[O:24])[CH:9]=2)[CH:7]=1.[O:27]1[CH2:31][CH2:30][CH:29]([CH:32]=[O:33])[CH2:28]1.[Cl-].[NH4+]>O1CCCC1>[Cl:1][C:2]1[CH:3]=[CH:4][C:5]([C:25]#[N:26])=[C:6]([C:8]2[C:13]([O:14][CH3:15])=[CH:12][N:11]([CH:16]([CH:32]([OH:33])[CH:29]3[CH2:30][CH2:31][O:27][CH2:28]3)[C:17]([O:19][C:20]([CH3:21])([CH3:22])[CH3:23])=[O:18])[C:10](=[O:24])[CH:9]=2)[CH:7]=1 |f:2.3|. Reported procedure: At −70° C., 6.94 ml (6.94 mmol, 1.3 eq.) of bis(trimethylsilyl)lithium amide (1M in THF) were added dropwise to a solution of 2.00 g (5.34 mmol) of tert-butyl [4-(5-chloro-2-cyanophenyl)-5-methoxy-2-oxopyridin-1(2H)-yl]acetate in 50 ml of tetrahydrofuran, the mixture was stirred at −70° C. for 10 min, a solution of 801 mg (8.00 mmol, 1.5 eq.) of tetrahydrofuran-3-carbaldehyde in 4 ml of tetrahydrofuran was added and the mixture was stirred at −70° C. for 90 min. The reaction mixture was warmed t... Starting materials: CC(C)(C)[Si](C)(C)OC1C=CC(=O)C1, [Li]CCCC, CC#C[Si](C)(C)C, CCCCCC, C1CCOC1. Yields the product CC(C)(C)[Si](C)(C)OC1C=CC(O)(CC#C[Si](C)(C)C)C1. As a reaction SMILES: [C:13]([CH3:14])([CH3:15])([CH3:16])[Si:17]([CH3:18])([CH3:19])[O:20][CH:21]1[CH:22]=[CH:23][C:24](=[O:26])[CH2:25]1.[CH2:8]([Li:9])[CH2:10][CH2:11][CH3:12].[CH3:1][Si:2]([CH3:3])([CH3:4])[C:5]#[C:6][CH3:7].[CH3:32][CH2:33][CH2:34][CH2:35][CH2:36][CH3:37].[O:27]1[CH2:28][CH2:29][CH2:30][CH2:31]1>>[CH3:1][Si:2]([CH3:3])([CH3:4])[C:5]#[C:6][CH2:7][C:24]1([OH:26])[CH:23]=[CH:22][CH:21]([O:20][Si:17]([C:13]([CH3:14])([CH3:15])[CH3:16])([CH3:18])[CH3:19])[CH2:25]1.